Dataset: the Open Reaction Database (ORD), a public repository of structured organic reaction records. Task: describe an organic reaction: reactants, conditions, products, and yield Reactants: CC(C)(C)c1ccc(S(N)(=O)=O)cc1, COc1ccccc1Oc1c(Cl)nc(Cl)nc1Cl, CS(C)=O, Cl, [K], O. Yields the product COc1ccccc1Oc1c(Cl)nc(Cl)nc1NS(=O)(=O)c1ccc(C(C)(C)C)cc1. Reaction SMILES: [C:19]([CH3:20])([CH3:21])([CH3:22])[c:23]1[cH:24][cH:25][c:26]([S:29](=[O:30])(=[O:31])[NH2:32])[cH:27][cH:28]1.[CH3:1][O:2][c:3]1[c:4]([O:5][c:6]2[c:7]([Cl:14])[n:8][c:9]([Cl:13])[n:10][c:11]2[Cl:12])[cH:15][cH:16][cH:17][cH:18]1.[CH3:36][S:37](=[O:38])[CH3:39].[ClH:35].[K:33].[OH2:34]>>[CH3:1][O:2][c:3]1[c:4]([O:5][c:6]2[c:7]([Cl:14])[n:8][c:9]([Cl:13])[n:10][c:11]2[NH:32][S:29]([c:26]2[cH:25][cH:24][c:23]([C:19]([CH3:20])([CH3:21])[CH3:22])[cH:28][cH:27]2)(=[O:30])=[O:31])[cH:15][cH:16][cH:17][cH:18]1. Starting materials: N1=C(N=CC=C1)CN1CCOC2=C(C1=O)C=C(C=C2)C2=CC=C(C=C2)OC(F)(F)F (4-(pyrimidin-2-ylmethyl)-7-(4-(trifluoromethoxy)phenyl)-3,4-dihydrobenzo[f][1,4]oxazepin-5(2H)-one), FC(F)(F)OB(O)C1=CC=CC=C1 (trifluoromethyl phenyl boronic acid). The product is N1=C(N=CC=C1)CN1CCOC2=C(C1=O)C=C(C=C2)C2=CC=C(C=C2)C(F)(F)F (4-(pyrimidin-2-ylmethyl)-7-(4-(trifluoromethyl)phenyl)-3,4-dihydrobenzo[f][1,4]oxazepin-5(2H)-one). Reaction SMILES: [N:1]1[CH:6]=[CH:5][CH:4]=[N:3][C:2]=1[CH2:7][N:8]1[C:14](=[O:15])[C:13]2[CH:16]=[C:17]([C:20]3[CH:25]=[CH:24][C:23](OC(F)(F)F)=[CH:22][CH:21]=3)[CH:18]=[CH:19][C:12]=2[O:11][CH2:10][CH2:9]1.[F:31][C:32](OB(C1C=CC=CC=1)O)([F:34])[F:33]>>[N:1]1[CH:6]=[CH:5][CH:4]=[N:3][C:2]=1[CH2:7][N:8]1[C:14](=[O:15])[C:13]2[CH:16]=[C:17]([C:20]3[CH:21]=[CH:22][C:23]([C:32]([F:34])([F:33])[F:31])=[CH:24][CH:25]=3)[CH:18]=[CH:19][C:12]=2[O:11][CH2:10][CH2:9]1. Procedure: Compound 2 is prepared in a manner similar to that of Compound 1 except that 4 trifluoromethyl phenyl boronic acid is used in place of 4-trifluoromethoxy phenyl boronic acid. Starting materials: N1N=CN=C1 (1,2,4-triazole), [Na] (sodium), ClC1=C(C=CC(=C1)Cl)CC(C)(C)C1(OC1)CN1N=CN=C1 (2-(2,4-dichlorophenyl-tert.-butyl)-2-(1,2,4-triazol-1-yl-methyl)-oxirane). Solvent: C(CC)O (n-propanol), C(CC)O (n-propanol). Product: ClC1=C(C=CC(=C1)Cl)CC(C(CN1N=CN=C1)(O)CN1N=CN=C1)(C)C (4-(2,4-dichlorophenyl)-3,3-dimethyl-2-(1,2,4-triazol-1-yl-methyl)-1-(1,2,4-triazol-1-yl)-2-butanol). Isolated yield 18.8%. As a reaction SMILES: [NH:1]1[CH:5]=[N:4][CH:3]=[N:2]1.[Na].[Cl:7][C:8]1[CH:13]=[C:12]([Cl:14])[CH:11]=[CH:10][C:9]=1[CH2:15][C:16]([C:19]1([CH2:22][N:23]2[CH:27]=[N:26][CH:25]=[N:24]2)[CH2:21][O:20]1)([CH3:18])[CH3:17]>C(O)CC>[Cl:7][C:8]1[CH:13]=[C:12]([Cl:14])[CH:11]=[CH:10][C:9]=1[CH2:15][C:16]([CH3:18])([CH3:17])[C:19]([CH2:22][N:23]1[CH:27]=[N:26][CH:25]=[N:24]1)([OH:20])[CH2:21][N:1]1[CH:5]=[N:4][CH:3]=[N:2]1 |^1:5|. Reported procedure: 3.7 g (52.5 millimoles) of 1,2,4-triazole are added to a solution of 0.11 g (47 millimoles) of sodium in 30 ml of n-propanol at room temperature, while stirring. The mixture is heated to the reflux temperature and a solution of 15.4 g (47 millimoles) of 2-(2,4-dichlorophenyl-tert.-butyl)-2-(1,2,4-triazol-1-yl-methyl)-oxirane in 20 ml of n-propanol is added. The reaction mixture is heated under reflux for 15 hours and then cooled and poured onto water. The mixture is extracted with methylene chlo... The reactants are ClCC(=O)O (chloroacetic acid), C12(CC3CC(CC(C1)C3)C2)CO (1-adamantanemethanol), [H-].[Na+] (sodium hydride), O (water). Reaction SMILES: [C:1]12([CH2:11][OH:12])[CH2:10][CH:5]3[CH2:6][CH:7]([CH2:9][CH:3]([CH2:4]3)[CH2:2]1)[CH2:8]2.[H-].[Na+].Cl[CH2:16][C:17]([OH:19])=[O:18].O>CN(C=O)C>[C:1]12([CH2:11][O:12][CH2:16][C:17]([OH:19])=[O:18])[CH2:8][CH:7]3[CH2:6][CH:5]([CH2:4][CH:3]([CH2:9]3)[CH2:2]1)[CH2:10]2 |f:1.2|. The product is C12(CC3CC(CC(C1)C3)C2)COCC(=O)O ((Adamantan-1-ylmethyoxy)-acetic Acid). The yield is 38.4%. Conditions: temperature 80 celsius. Reported procedure: A solution of 1-adamantanemethanol (3.11 g, 18.7 mmol) in dry DMF (50 ml) was added to a suspension of sodium hydride (60% dispersion in oil, 1.55 g, 38.6 mmol) in DMF (20 ml). The mixture was warmed to 80° C. for 1 h, cooled to room temperature and a solution of chloroacetic acid (1.86 g, 19.6 mmol) in DMF (25 ml) was added dropwise. The mixture was heated at 80° C. for 17 h. On cooling, the mixture was poured into water (100 ml), extracted with ethyl acetate (2×80 ml), and the extracts were wa... Solvent: CN(C)C=O (DMF), CN(C)C=O (DMF), CN(C)C=O (DMF). Reactants: O=C(O)Cc1cc(F)cc(F)c1, NCc1cccc2ccccc12. The reagents and catalysts are C1=CC=C(C=C1)P(=O)(C2=CC=CC=C2)Cl (DPPCI), CCN(C(C)C)C(C)C (DIPEA). The solvent is CN(C)C=O (DMF), CN(C)C=O (DMF), CN(C)C=O (DMF), CN(C)C=O (DMF), CN(C)C=O (DMF), CN(C)C=O (DMF). Run at temperature 25 celsius, time 2 hour. Yields the product O=C(Cc1cc(F)cc(F)c1)NCc1cccc2ccccc12. Yield: 15.6%. Reaction SMILES: NCc1cccc2ccccc12.O=C(O)Cc1cc(F)cc(F)c1.C1=CC=C(C=C1)P(=O)(C2=CC=CC=C2)Cl.CCN(C(C)C)C(C)C.CN(C)C=O>>O=C(Cc1cc(F)cc(F)c1)NCc1cccc2ccccc12. Product: Cl, Cl, CC(=NN=C(N)N)c1cccc(NC(=O)c2ccc(Nc3ccnc4ccccc34)cc2)c1. The reactants are CCO, CS(C)=O, Clc1ccnc2ccccc12, Cl, Cl, CC(=NN=C(N)N)c1cccc(NC(=O)c2ccc(N)cc2)c1, O. Reaction SMILES: [CH3:26][CH2:27][OH:28].[CH3:41][S:42]([CH3:43])=[O:44].[Cl:30][c:31]1[cH:32][cH:33][n:34][c:35]2[cH:36][cH:37][cH:38][cH:39][c:40]12.[ClH:1].[ClH:2].[NH2:3][c:4]1[cH:5][cH:6][c:7]([C:8](=[O:9])[NH:10][c:11]2[cH:12][c:13]([C:17]([CH3:18])=[N:19][N:20]=[C:21]([NH2:22])[NH2:23])[cH:14][cH:15][cH:16]2)[cH:24][cH:25]1.[OH2:29]>>[ClH:1].[ClH:30].[NH:3]([c:4]1[cH:5][cH:6][c:7]([C:8](=[O:9])[NH:10][c:11]2[cH:12][c:13]([C:17]([CH3:18])=[N:19][N:20]=[C:21]([NH2:22])[NH2:23])[cH:14][cH:15][cH:16]2)[cH:24][cH:25]1)[c:31]1[cH:32][cH:33][n:34][c:35]2[cH:36][cH:37][cH:38][cH:39][c:40]12.